Dataset: the Open Reaction Database (ORD), a public repository of structured organic reaction records. Task: describe an organic reaction: reactants, conditions, products, and yield Starting materials: ClC=1C=C2C(=C(N(C2=CC1)S(=O)(=O)C1=CC=CC=C1)C(=O)OCC)S(=O)(=O)Cl (ethyl 5-chloro-3-(chlorosulfonyl)-1-(phenylsulfonyl)-1H-indole-2-carboxylate), C1(CC1)N (cyclopropylamine), BrC=1C=C2C(=C(N(C2=CC1)S(=O)(=O)C1=CC=CC=C1)C(=O)OCC)S(=O)(=O)Cl (ethyl 5-bromo-3-(chlorosulfonyl)-1-(phenylsulfonyl)-1H-indole-2-carboxylate), Cl.CN (methylamine hydrochloride). Yields the product BrC=1C=C2C(=C(NC2=CC1)C(=O)N)S(=O)(=O)NC1CC1 (5-Bromo-3-[(cyclopropylamino)sulfonyl]-1H-indole-2-carboxamide). Reaction SMILES: ClC1C=C2[C:8](=[CH:9][CH:10]=1)[N:7](S(C1C=CC=CC=1)(=O)=O)C(C(OCC)=O)=C2S(Cl)(=O)=O.[Br:29][C:30]1[CH:31]=[C:32]2[C:36](=[CH:37][CH:38]=1)[N:35](S(C1C=CC=CC=1)(=O)=O)[C:34]([C:48]([O:50]CC)=O)=[C:33]2[S:53](Cl)(=[O:55])=[O:54].Cl.CN.C1([NH2:63])CC1>>[Br:29][C:30]1[CH:31]=[C:32]2[C:36](=[CH:37][CH:38]=1)[NH:35][C:34]([C:48]([NH2:63])=[O:50])=[C:33]2[S:53]([NH:7][CH:8]1[CH2:9][CH2:10]1)(=[O:54])=[O:55] |f:2.3|. Procedure details: Following the procedures described in Steps D and E of Example 1, replacing in Step D ethyl 5-chloro-3-(chlorosulfonyl)-1-(phenylsulfonyl)-1H-indole-2-carboxylate with ethyl 5-bromo-3-(chlorosulfonyl)-1-(phenylsulfonyl)-1H-indole-2-carboxylate, and methylamine hydrochloride with cyclopropylamine, the title compound was obtained. Proton NMR for the product was consistent with the titled compound. ESI+ MS: 458.16 [M+H]+. The reactants are CN(CCSC1=CC=C(C=C1)[N+](=O)[O-])C (N,N-dimethyl-N-{2-[(4-nitrophenyl)thio]ethyl}amine), [Cl-].[NH4+] (ammonium chloride). Reagents/catalysts: [Fe] (iron). The solvent is C(C)O (ethanol), O1CCCC1 (tetrahydrofuran). Run at temperature 100 celsius. The product is CN(CCSC1=CC=C(C=C1)N)C (4-(2-dimethylamino-ethylsulfanyl)-phenylamine). RXN SMILES: [CH3:1][N:2]([CH3:15])[CH2:3][CH2:4][S:5][C:6]1[CH:11]=[CH:10][C:9]([N+:12]([O-])=O)=[CH:8][CH:7]=1.[Cl-].[NH4+]>C(O)C.O1CCCC1.[Fe]>[CH3:1][N:2]([CH3:15])[CH2:3][CH2:4][S:5][C:6]1[CH:11]=[CH:10][C:9]([NH2:12])=[CH:8][CH:7]=1 |f:1.2|. Reported procedure: To a solution of N,N-dimethyl-N-{2-[(4-nitrophenyl)thio]ethyl}amine (0.58 g, 3.0 mmol) in ethanol (45 mL), tetrahydrofuran (23 mL), and saturated aqueous ammonium chloride solution is added iron powder (1.1 g, 6.4 mmol). The mixture is heated in a 100° C. oil bath for one hour. While still hot, the reaction mixture is filtered through a pad of diatomaceous earth. The concentrated filtrate is partitioned between ethyl acetate and saturated aqueous sodium chloride solution. The organic phase is dr... Starting materials: [N+](=O)([O-])C1=C(C=CC=C1)NCCC(=O)OC (methyl 3-((2-nitrophenyl)amino)propanoate). Reagents/catalysts: [Pd] (Pd/C). Run in CO (MeOH), CCOC(=O)C (EtOAc). Reaction conditions: time 8 hour. The product is NC1=C(C=CC=C1)NCCC(=O)OC (methyl 3-((2-aminophenyl)amino)propanoate). As a reaction SMILES: [N+:1]([C:4]1[CH:9]=[CH:8][CH:7]=[CH:6][C:5]=1[NH:10][CH2:11][CH2:12][C:13]([O:15][CH3:16])=[O:14])([O-])=O>CO.CCOC(C)=O.[Pd]>[NH2:1][C:4]1[CH:9]=[CH:8][CH:7]=[CH:6][C:5]=1[NH:10][CH2:11][CH2:12][C:13]([O:15][CH3:16])=[O:14]. Procedure details: A mixture of methyl 3-((2-nitrophenyl)amino)propanoate (11 g, 48.9 mmol) and Pd/C (3.3 g, 10%) in 300 mL of MeOH and 20 mL of EtOAc was stirred overnight under H2 atmosphere at room temperature. The mixture was filtered off, and the filtrate was concentrated to give methyl 3-((2-aminophenyl)amino)propanoate as a yellow oil. (9.3 g, 98%). LRMS (M+H)+: 193 m/z. Reactants: Cc1cccc(O)c1, CCOCC, c1ccncc1, O=C(Cl)C(=O)c1c[nH]c2ccccc12. Product: Cc1cccc(OC(=O)C(=O)c2c[nH]c3ccccc23)c1. Reaction SMILES: [CH3:15][c:16]1[cH:17][cH:18][cH:19][c:20]([OH:21])[cH:22]1.[CH3:29][CH2:30][O:31][CH2:32][CH3:33].[cH:23]1[cH:24][cH:25][n:26][cH:27][cH:28]1.[nH:1]1[cH:2][c:3]([C:10]([C:11](=[O:12])[Cl:13])=[O:14])[c:4]2[cH:5][cH:6][cH:7][cH:8][c:9]12>>[nH:1]1[cH:2][c:3]([C:10]([C:11](=[O:12])[O:21][c:20]2[cH:19][cH:18][cH:17][c:16]([CH3:15])[cH:22]2)=[O:14])[c:4]2[cH:5][cH:6][cH:7][cH:8][c:9]12. The reactants are COC(C1=CC(=C(C=C1)N)O)=O (Methyl3-hydroxy-4-aminobenzoate), IC(C)C (2-iodopropane), C([O-])([O-])=O.[Cs+].[Cs+] (caesium carbonate), IC(C)C (2-iodopropane). The solvent is CC(=O)C (acetone). Reaction conditions: temperature 120 celsius, time 30 minute. The product is COC(C1=CC(=C(C=C1)N)OC(C)C)=O (Methyl4-amino-3-propan-2-yloxy-benzoate). As a reaction SMILES: [CH3:1][O:2][C:3](=[O:12])[C:4]1[CH:9]=[CH:8][C:7]([NH2:10])=[C:6]([OH:11])[CH:5]=1.C(=O)([O-])[O-].[Cs+].[Cs+].I[CH:20]([CH3:22])[CH3:21]>CC(C)=O>[CH3:1][O:2][C:3](=[O:12])[C:4]1[CH:9]=[CH:8][C:7]([NH2:10])=[C:6]([O:11][CH:20]([CH3:22])[CH3:21])[CH:5]=1 |f:1.2.3|. Reported procedure: Methyl3-hydroxy-4-aminobenzoate (ABCR: 100 mg, 0.60 mmol) & caesium carbonate (396 mg, 1.22 mmol) were taken up in acetone (4 mL) and 2-iodopropane (90 μl, 0.90 mmol) added and reaction heated in microwave (CEM discover; 150 W) to 120° C. and held for 30 mins A further aliquot of 2-iodopropane (90 μl, 0.90 mmol) was added and reaction heated again to 120° C. in microwave, holding for a further 30 mins Starting materials: C(C)(C)(C)OC([C@H](NS(=O)(=O)C1=CC=C2C(=CN=C(C2=C1)NC(=N)N)Cl)CC(=O)OC(C)(C)C)=O (N-[(4-chloro-1-guanidino-7-isoquinolinyl)sulphonyl]-D-aspartic acid di-t-butyl ester), CCOCC (Et2O). The solvent is CCOC(=O)C (EtOAc), Cl (HCl). Conditions: time 4 hour. Product: Cl.ClC1=CN=C(C2=CC(=CC=C12)S(=O)(=O)N[C@H](CC(=O)O)C(=O)O)NC(=N)N (N-[(4-chloro-1-guanidino-7-isoquinolinyl)sulphonyl]-D-aspartic acid hydrochloride). The yield is 130.5%. RXN SMILES: C([O:5][C:6](=[O:35])[C@@H:7]([CH2:27][C:28]([O:30]C(C)(C)C)=[O:29])[NH:8][S:9]([C:12]1[CH:21]=[C:20]2[C:15]([C:16]([Cl:26])=[CH:17][N:18]=[C:19]2[NH:22][C:23]([NH2:25])=[NH:24])=[CH:14][CH:13]=1)(=[O:11])=[O:10])(C)(C)C.CCOCC>CCOC(C)=O.Cl>[ClH:26].[Cl:26][C:16]1[C:15]2[C:20](=[CH:21][C:12]([S:9]([NH:8][C@@H:7]([C:6]([OH:35])=[O:5])[CH2:27][C:28]([OH:30])=[O:29])(=[O:11])=[O:10])=[CH:13][CH:14]=2)[C:19]([NH:22][C:23]([NH2:25])=[NH:24])=[N:18][CH:17]=1 |f:4.5|. Procedure: N-[(4-chloro-1-guanidino-7-isoquinolinyl)sulphonyl]-D-aspartic acid di-t-butyl ester (50 mg, 0.095 mmol) was dissolved in a solution of EtOAc saturated with HCl (10 mL) and the mixture stirred at room temperature for 4 h. The mixture was concentrated in vacuo and the residue triturated with PhMe and then Et2O to give N-[(4-chloro-1-guanidino-7-isoquinolinyl)sulphonyl]-D-aspartic acid hydrochloride (29 mg, 0.062 mmol) as an off-white solid.